From a dataset of the Open Reaction Database (ORD), a public repository of structured organic reaction records. describe an organic reaction: reactants, conditions, products, and yield Starting materials: O=C1N(C=CN(C(C1=COCCO[Si](C)(C)C)=O)C1=CC=CC=C1)CC(=O)N(C1=CC=C(C=C1)OC)C(C)C (2-[2,4-dioxo-5-phenyl-3-[2-(trimethylsilyloxy)-1-ethoxymethylene]-2,3,4,5-tetrahydro-1H-1,5-diazepin-1-yl]-N-isopropyl-N-(4-methoxyphenyl)acetamide). Solvent: FC(C(=O)O)(F)F (trifluoroacetic acid). Reaction conditions: temperature 2.5 celsius, time 20 minute. Product: O=C1N(C=CN(C(C1=CO)=O)C1=CC=CC=C1)CC(=O)N(C1=CC=C(C=C1)OC)C(C)C (2-[2,4-dioxo-3-(hydroxymethylene)-5-phenyl-2,3,4,5-tetrahydro-1H-1,5-diazepin-1-yl]-N-isopropyl-N-(4-methoxyphenyl)acetamide). Reaction SMILES: [O:1]=[C:2]1[C:8](=[CH:9][O:10]CCO[Si](C)(C)C)[C:7](=[O:18])[N:6]([C:19]2[CH:24]=[CH:23][CH:22]=[CH:21][CH:20]=2)[CH:5]=[CH:4][N:3]1[CH2:25][C:26]([N:28]([CH:37]([CH3:39])[CH3:38])[C:29]1[CH:34]=[CH:33][C:32]([O:35][CH3:36])=[CH:31][CH:30]=1)=[O:27]>FC(F)(F)C(O)=O>[O:1]=[C:2]1[C:8](=[CH:9][OH:10])[C:7](=[O:18])[N:6]([C:19]2[CH:20]=[CH:21][CH:22]=[CH:23][CH:24]=2)[CH:5]=[CH:4][N:3]1[CH2:25][C:26]([N:28]([CH:37]([CH3:39])[CH3:38])[C:29]1[CH:30]=[CH:31][C:32]([O:35][CH3:36])=[CH:33][CH:34]=1)=[O:27]. Procedure: 2-[2,4-Dioxo-5-phenyl-3-[2-(trimethylsilyloxy)-1-ethoxymethylene]-2,3,4,5-tetrahydro-1H-1,5-diazepin-1-yl]-N-isopropyl-N-(4-methoxyphenyl)acetamide (12q) was combined with trifluoroacetic acid (10 mL) under argon and cooled to 0-5° C. After approximately 20 min., the reaction mixture was evaporated in vacuo. The residue was triturated with diethyl ether and hexane, filtered and dried under high vacuum to provide 2-[2,4-dioxo-3-(hydroxymethylene)-5-phenyl-2,3,4,5-tetrahydro-1H-1,5-diazepin-1-yl]-... The solvent is C(C)#N (acetonitrile). Procedure details: Compound 51 was prepared by the basic process from 5.0 mmol 4-chloroaniline, 5.5 mmol ethylglyoxalate solution (50% toluene), 15.0 mmol 4-fluorostyrene and 5.0 mmol trifluoroacetic acid in 30.0 ml acetonitrile. Product: C(C)OC(=O)C1NC2=CC=C(C=C2C(C1)C1=CC=C(C=C1)F)Cl (6-chloro-4-(4-fluorophenyl)-1,2,3,4-tetrahydroquinoline-2-carboxylic Acid Ethyl Ester). As a reaction SMILES: [Cl:1][C:2]1[CH:8]=[CH:7][C:5]([NH2:6])=[CH:4][CH:3]=1.[CH2:9]([C:11](=O)[C:12]([O-:14])=[O:13])[CH3:10].[F:16][C:17]1[CH:24]=[CH:23][C:20](C=C)=[CH:19][CH:18]=1.F[C:26](F)(F)[C:27](O)=O>C(#N)C>[CH2:26]([O:14][C:12]([CH:11]1[CH2:9][CH:10]([C:20]2[CH:23]=[CH:24][C:17]([F:16])=[CH:18][CH:19]=2)[C:7]2[C:5](=[CH:4][CH:3]=[C:2]([Cl:1])[CH:8]=2)[NH:6]1)=[O:13])[CH3:27]. Starting materials: ClC1=CC=C(N)C=C1 (4-chloroaniline), C(C)C(C(=O)[O-])=O (ethylglyoxalate), FC1=CC=C(C=C)C=C1 (4-fluorostyrene), FC(C(=O)O)(F)F (trifluoroacetic acid). The reactants are COC(C1=CN=C(C(=C1)Br)Cl)=O (5-bromo-6-chloro-nicotinic acid methyl ester), N[C@H]1[C@@H](CCCC1)O ((1R,2R)-2-amino-cyclohexanol), C(C)(C)OCCO (2-isopropoxy-ethanol), ClC1=CC=C(C=C1)B(O)O (4-chlorophenyl-boronic acid). Product: ClC1=CC=C(C=C1)C=1C(=NC=C(C(=O)N[C@H]2[C@@H](CCCC2)O)C1)OCCOC(C)C (5-(4-Chloro-phenyl)-N-((1R,2R)-2-hydroxy-cyclohexyl)-6-(2-isopropoxy-ethoxy)-nicotinamide). Reaction SMILES: CO[C:3](=[O:12])[C:4]1[CH:9]=[C:8](Br)[C:7](Cl)=[N:6][CH:5]=1.[CH:13]([O:16][CH2:17][CH2:18][OH:19])([CH3:15])[CH3:14].[Cl:20][C:21]1[CH:26]=[CH:25][C:24](B(O)O)=[CH:23][CH:22]=1.[NH2:30][C@@H:31]1[CH2:36][CH2:35][CH2:34][CH2:33][C@H:32]1[OH:37]>>[Cl:20][C:21]1[CH:26]=[CH:25][C:24]([C:8]2[C:7]([O:19][CH2:18][CH2:17][O:16][CH:13]([CH3:15])[CH3:14])=[N:6][CH:5]=[C:4]([CH:9]=2)[C:3]([NH:30][C@@H:31]2[CH2:36][CH2:35][CH2:34][CH2:33][C@H:32]2[OH:37])=[O:12])=[CH:23][CH:22]=1. Reported procedure: The title compound was synthesized in analogy to the procedure described for the preparation of Example 43, using 5-bromo-6-chloro-nicotinic acid methyl ester, 2-isopropoxy-ethanol (commercially available), 4-chlorophenyl-boronic acid (commercially available) and (1R,2R)-2-amino-cyclohexanol (commercially available) as starting materials. MS (ISP): 433.2 (M+H+). Reactants: CCCCCCCC(=O)Cl, CC(C)C1COC(=O)N1. Yields the product CCCCCCCC(=O)N1C(=O)OCC1C(C)C. Reaction SMILES: [C:10]([CH2:11][CH2:12][CH2:13][CH2:14][CH2:15][CH2:16][CH3:17])(=[O:18])[Cl:19].[CH:1]([CH3:2])([CH3:3])[CH:4]1[NH:5][C:6](=[O:9])[O:7][CH2:8]1>>[CH:1]([CH3:2])([CH3:3])[CH:4]1[N:5]([C:10]([CH2:11][CH2:12][CH2:13][CH2:14][CH2:15][CH2:16][CH3:17])=[O:18])[C:6](=[O:9])[O:7][CH2:8]1. Reaction SMILES: [C:1]([CH3:2])([CH3:3])([CH3:4])[O:5][C:6](=[O:7])[N:8]1[CH2:9][CH2:10][CH:11]([n:14]2[n:15][cH:16][c:17]3[c:18]2[n:19][cH:20][n:21][c:22]3[Cl:23])[CH2:12][CH2:13]1.[F:24][c:25]1[c:26]([NH2:27])[cH:28][cH:29][c:30]([S:32](=[O:33])(=[O:34])[CH3:35])[cH:31]1.[OH2:36]>>[C:1]([CH3:2])([CH3:3])([CH3:4])[O:5][C:6](=[O:7])[N:8]1[CH2:9][CH2:10][CH:11]([n:14]2[n:15][cH:16][c:17]3[c:18]2[n:19][cH:20][n:21][c:22]3[NH:27][c:26]2[c:25]([F:24])[cH:31][c:30]([S:32](=[O:33])(=[O:34])[CH3:35])[cH:29][cH:28]2)[CH2:12][CH2:13]1. Reactants: CC(C)(C)OC(=O)N1CCC(n2ncc3c(Cl)ncnc32)CC1, CS(=O)(=O)c1ccc(N)c(F)c1, O. Yields the product CC(C)(C)OC(=O)N1CCC(n2ncc3c(Nc4ccc(S(C)(=O)=O)cc4F)ncnc32)CC1. Starting materials: C(C)(=O)O[BH-](OC(C)=O)OC(C)=O.[Na+] (Sodium triacetoxyborohydride), Cl (HCl), Cl.ClC=1C=[N+](C=C(C1C[C@H](OC(=O)[C@@H]1SCCN1)C1=CC(=C(C=C1)OC(F)F)OCC1CC1)Cl)[O-] (3,5-dichloro-4-((S)-2-(3-(cyclopropylmethoxy)-4-(difluoromethoxy)phenyl)-2-((S)-thiazolidine-2-carbonyloxy)ethyl)pyridine 1-oxide hydrochloride), OC=1C=C(C=O)C=CC1 (3-hydroxybenzaldehyde), CC(=O)O (AcOH). Solvent: C(Cl)Cl (DCM), C(Cl)Cl (DCM). Run at time 18 hour. Yields the product ClC=1C=[N+](C=C(C1C[C@H](OC(=O)[C@@H]1SCCN1CC1=CC(=CC=C1)O)C1=CC(=C(C=C1)OC(F)F)OCC1CC1)Cl)[O-] (3,5-dichloro-4-((S)-2-(3-(cyclopropylmethoxy)-4-(difluoromethoxy)phenyl)-2-(((S)-3-(3-hydroxybenzyl)thiazolidine-2-carbonyl)oxy)ethyl)pyridine 1-oxide). RXN SMILES: Cl.[Cl:2][C:3]1[CH:4]=[N+:5]([O-:35])[CH:6]=[C:7]([Cl:34])[C:8]=1[CH2:9][C@@H:10]([C:19]1[CH:24]=[CH:23][C:22]([O:25][CH:26]([F:28])[F:27])=[C:21]([O:29][CH2:30][CH:31]2[CH2:33][CH2:32]2)[CH:20]=1)[O:11][C:12]([C@H:14]1[NH:18][CH2:17][CH2:16][S:15]1)=[O:13].[OH:36][C:37]1[CH:38]=[C:39]([CH:42]=[CH:43][CH:44]=1)[CH:40]=O.CC(O)=O.C(O[BH-](OC(=O)C)OC(=O)C)(=O)C.[Na+].Cl>C(Cl)Cl>[Cl:2][C:3]1[CH:4]=[N+:5]([O-:35])[CH:6]=[C:7]([Cl:34])[C:8]=1[CH2:9][C@@H:10]([C:19]1[CH:24]=[CH:23][C:22]([O:25][CH:26]([F:28])[F:27])=[C:21]([O:29][CH2:30][CH:31]2[CH2:33][CH2:32]2)[CH:20]=1)[O:11][C:12]([C@H:14]1[N:18]([CH2:40][C:39]2[CH:42]=[CH:43][CH:44]=[C:37]([OH:36])[CH:38]=2)[CH2:17][CH2:16][S:15]1)=[O:13] |f:0.1,4.5|. Procedure details: To a stirred solution of 3,5-dichloro-4-((S)-2-(3-(cyclopropylmethoxy)-4-(difluoromethoxy)phenyl)-2-((S)-thiazolidine-2-carbonyloxy)ethyl)pyridine 1-oxide hydrochloride (I5, 300 mg, 0.52 mmol) in DCM (2 mL) was added 3-hydroxybenzaldehyde (172 mg, 1.2 mmol) followed by glacial AcOH (0.11 mL, 2.08 mmol). The reaction was stirred at room temperature for 18 hours. Sodium triacetoxyborohydride (500 mg, 2.26 mmol) was added and the reaction was stirred at room temperature for 4 h. DCM (50 mL) and 1 N... Reactants: FC(C1=C(C=CC=C1)CCC(=O)O)(F)F (3-(2-(trifluoromethyl)phenyl)propanoic acid), ClC=1C=CC=C2C(NC3(CCNCC3)C12)=O (7-chlorospiro[isoindoline-1,4′-piperidin]-3-one). Product: ClC=1C=CC=C2C(NC3(CCN(CC3)C(CCC3=C(C=CC=C3)C(F)(F)F)=O)C12)=O (7-chloro-1′-(3-(2-(trifluoromethyl)phenyl)propanoyl)spiro[isoindoline-1,4′-piperidin]-3-one). RXN SMILES: [F:1][C:2]([F:15])([F:14])[C:3]1[CH:8]=[CH:7][CH:6]=[CH:5][C:4]=1[CH2:9][CH2:10][C:11]([OH:13])=O.[Cl:16][C:17]1[CH:18]=[CH:19][CH:20]=[C:21]2[C:30]=1[C:24]1([CH2:29][CH2:28][NH:27][CH2:26][CH2:25]1)[NH:23][C:22]2=[O:31]>>[Cl:16][C:17]1[CH:18]=[CH:19][CH:20]=[C:21]2[C:30]=1[C:24]1([CH2:25][CH2:26][N:27]([C:11](=[O:13])[CH2:10][CH2:9][C:4]3[CH:5]=[CH:6][CH:7]=[CH:8][C:3]=3[C:2]([F:1])([F:15])[F:14])[CH2:28][CH2:29]1)[NH:23][C:22]2=[O:31]. Reported procedure: The title compound was prepared following a procedure analogous to that described in Example 1 using 3-(2-(trifluoromethyl)phenyl)propanoic acid and 7-chlorospiro[isoindoline-1,4′-piperidin]-3-one. LC-MS Method 1 tR=1.73, min, m/z=437 The product is OC1=C(C=C(C=C1)C)N1N=C2C(=[N+]1[O-])C=CC=C2 (2-(2-hydroxy-5-methylphenyl)benzotriazole-N-oxide). Reactants: [OH-].[K+] (potassium hydroxide), [N+](=O)([O-])C1=C(C=CC=C1)N=NC1=C(C=CC(=C1)C)O (2-nitro-2'-hydroxy-5'-methylazobenzene), resultant solution, C1=CC=CC=2C3=CC=CC=C3C(C12)=O (9-fluorenone), C=O (formalin), N(=NC1=CC=CC=C1)C1=CC=CC=C1 (azobenzene), resultant mixture. Reaction SMILES: [OH-].[K+].[N+:3]([C:6]1[CH:11]=[CH:10][CH:9]=[CH:8][C:7]=1[N:12]=[N:13][C:14]1[CH:19]=[C:18]([CH3:20])[CH:17]=[CH:16][C:15]=1[OH:21])([O-])=[O:4].C1C2C(=O)C3C(=CC=CC=3)C=2C=CC=1.C=O.N(C1C=CC=CC=1)=NC1C=CC=CC=1>C(O)C.O>[OH:21][C:15]1[CH:16]=[CH:17][C:18]([CH3:20])=[CH:19][C:14]=1[N:13]1[N+:3]([O-:4])=[C:6]2[CH:11]=[CH:10][CH:9]=[CH:8][C:7]2=[N:12]1 |f:0.1|. The solvent is C(C)O (ethyl alcohol), O (water). Procedure: 95% potassium hydroxide 17.7 g was added and dissolved in a mixture of ethyl alcohol 80 ml and water 10 ml. 2-nitro-2'-hydroxy-5'-methylazobenzene 12.9 g was then added to the resultant solution at 50° to 60° C. for 30 minutes while stirring, and thereafter 9-fluorenone 0.6 g and 35% formalin 5.6 g were added to the solution in 30 minutes. The resultant mixture was stirred for 1 hour at 65° to 70° C., and was further reacted at the boiling point (85° C.) for 4 hours, thus almost all of the azobe...